Dataset: the Open Reaction Database (ORD), a public repository of structured organic reaction records. Task: describe an organic reaction: reactants, conditions, products, and yield Reactants: [OH-].[Na+] (NaOH), COC(=O)C1=C(C=CC=C1)C1CN(CC1)C(=O)[O-] (3-[2-(methoxycarbonyl)phenyl]pyrrolidine-1-carboxylate). The solvent is CO (MeOH). Conditions: temperature 65 celsius, time 8 hour. The product is C(C)(C)(C)OC(=O)N1CC(CC1)C1=C(C(=O)O)C=CC=C1 (2-[1-(tert-butoxycarbonyl)pyrrolidin-3-yl]benzoic acid). Yield: 195.6%. RXN SMILES: [OH-].[Na+].C[O:4][C:5]([C:7]1[CH:12]=[CH:11][CH:10]=[CH:9][C:8]=1[CH:13]1[CH2:17][CH2:16][N:15]([C:18]([O-:20])=[O:19])[CH2:14]1)=[O:6]>CO>[C:7]([O:20][C:18]([N:15]1[CH2:16][CH2:17][CH:13]([C:8]2[CH:9]=[CH:10][CH:11]=[CH:12][C:7]=2[C:5]([OH:4])=[O:6])[CH2:14]1)=[O:19])([CH3:12])([CH3:8])[CH3:5] |f:0.1|. Reported procedure: NaOH 5M (7.7 ml, 38.6 mmol, 2 eq) is added to a stirred solution of 3-[2-(methoxycarbonyl)phenyl]pyrrolidine-1-carboxylate a1-2 (5.9 g, 19.3 mmol, 1 eq) in MeOH (50 ml) at 65° C. The reaction mixture is stirred overnight at 65° C., then evaporated under vacuum and water (40 ml) is added. The resulting mixture is extracted with ethyl acetate/ethanol (100 ml/10 ml) and again with ethyl acetate (100 ml). The combined organic layers are dried over MgSO4, filtered off and evaporated under vacuum to a...